From a dataset of the Open Reaction Database (ORD), a public repository of structured organic reaction records. describe an organic reaction: reactants, conditions, products, and yield Isolated yield 98.7%. Reaction conditions: time 2 hour. Solvent: C(C)O (ethanol). As a reaction SMILES: [C@H:1]12[CH2:7][C@H:4]([NH:5][CH2:6]1)[CH2:3][N:2]2[CH2:8][C:9]1[CH:10]=[C:11]([C:15]2[C:20]([CH3:21])=[CH:19][CH:18]=[C:17]([CH2:22][NH:23][C:24]([C:26]3[CH:31]=[CH:30][CH:29]=[C:28]([C:32]([NH:34][CH2:35][C:36]4[C:37]([NH:49][CH:50]5[CH2:55][CH2:54][O:53][CH2:52][CH2:51]5)=[C:38]5[CH:46]=[N:45][N:44]([CH2:47][CH3:48])[C:39]5=[N:40][C:41]=4[CH2:42][CH3:43])=[O:33])[N:27]=3)=[O:25])[CH:16]=2)[CH:12]=[CH:13][CH:14]=1.[ClH:56]>C(O)C>[ClH:56].[C@H:1]12[CH2:7][C@H:4]([NH:5][CH2:6]1)[CH2:3][N:2]2[CH2:8][C:9]1[CH:10]=[C:11]([C:15]2[C:20]([CH3:21])=[CH:19][CH:18]=[C:17]([CH2:22][NH:23][C:24]([C:26]3[CH:31]=[CH:30][CH:29]=[C:28]([C:32]([NH:34][CH2:35][C:36]4[C:37]([NH:49][CH:50]5[CH2:55][CH2:54][O:53][CH2:52][CH2:51]5)=[C:38]5[CH:46]=[N:45][N:44]([CH2:47][CH3:48])[C:39]5=[N:40][C:41]=4[CH2:42][CH3:43])=[O:33])[N:27]=3)=[O:25])[CH:16]=2)[CH:12]=[CH:13][CH:14]=1 |f:3.4|. Product: Cl.[C@@H]12N(C[C@@H](NC1)C2)CC=2C=C(C=CC2)C2=CC(=CC=C2C)CNC(=O)C2=NC(=CC=C2)C(=O)NCC=2C(=C1C(=NC2CC)N(N=C1)CC)NC1CCOCC1 (N-({3′-[(1S,4S)-2,5-diazabicyclo[2.2.1]hept-2-ylmethyl]-6-methyl-3-biphenylyl}methyl)-N′-{[1,6-diethyl-4-(tetrahydro-2H-pyran-4-ylamino)-1H-pyrazolo[3,4-b]pyridin-5-yl]methyl}-2,6-pyridinedicarboxamide hydrochloride). Starting materials: [C@@H]12N(C[C@@H](NC1)C2)CC=2C=C(C=CC2)C2=CC(=CC=C2C)CNC(=O)C2=NC(=CC=C2)C(=O)NCC=2C(=C1C(=NC2CC)N(N=C1)CC)NC1CCOCC1 (N-({3′-[(1S,4S)-2,5-diazabicyclo[2.2.1]hept-2-ylmethyl]-6-methyl-3-biphenylyl}methyl)-N′-{[1,6-diethyl-4-(tetrahydro-2H-pyran-4-ylamino)-1H-pyrazolo[3,4-b]pyridin-5-yl]methyl}-2,6-pyridinedicarboxamide), Cl (HCl). Procedure details: To a solution of N-({3′-[(1S,4S)-2,5-diazabicyclo[2.2.1]hept-2-ylmethyl]-6-methyl-3-biphenylyl}methyl)-N′-{[1,6-diethyl-4-(tetrahydro-2H-pyran-4-ylamino)-1H-pyrazolo[3,4-b]pyridin-5-yl]methyl}-2,6-pyridinedicarboxamide (390 mg, 0.526 mmol) in ethanol 95 mL) was added 1N HCl (0.526 mL, 0.526 mmol). The mixture was stirred at RT for 2 h. It was concentrated under vacuum. The residue was re-dissolved in ethanol and it was evaporated (this was repeated three times). Then a 1:1 mixture of DCM:hexane ...